describe an organic reaction: reactants, conditions, products, and yield From a dataset of the Open Reaction Database (ORD), a public repository of structured organic reaction records. The reactants are C=CCCCCNC(=O)c1cnc(OCC(O)CO)s1, CS(=O)(=O)Cl, C[O-], CO, [Na+], c1ccncc1. Yields the product C=CCCCCNC(=O)c1cnc(OCC2CO2)s1. As a reaction SMILES: [CH2:6]([CH2:7][CH2:8][CH2:9][CH:10]=[CH2:11])[NH:12][C:13](=[O:14])[c:15]1[cH:16][n:17][c:18]([O:20][CH2:21][CH:22]([CH2:23][OH:24])[OH:25])[s:19]1.[CH3:1][S:2](=[O:3])(=[O:4])[Cl:5].[CH3:32][O-:33].[CH3:35][OH:36].[Na+:34].[cH:26]1[cH:27][cH:28][n:29][cH:30][cH:31]1>>[CH2:6]([CH2:7][CH2:8][CH2:9][CH:10]=[CH2:11])[NH:12][C:13](=[O:14])[c:15]1[cH:16][n:17][c:18]([O:20][CH2:21][CH:22]2[CH2:23][O:25]2)[s:19]1.